Dataset: the Open Reaction Database (ORD), a public repository of structured organic reaction records. Task: describe an organic reaction: reactants, conditions, products, and yield Reactants: FC1=C(C=CC(=C1)C1OC(C(O1)(C)C)(C)C)C1=CC=2OCCNC2N=C1 (7-(2-fluoro-4-(4,4,5,5-tetramethyl-1,3-dioxolan-2-yl)phenyl)-3,4-dihydro-2H-pyrido[3,2-b][1,4]oxazine), BrC1=C(C=CC=C1)S(=O)(=O)N (2-bromobenzenesulfonamide). Product: O1C2=C(NCC1)N=CC(=C2)C2=C(C=C(C=C2)C=2C(=CC=CC2)S(=O)(=O)N)F (4′-(3,4-Dihydro-2H-pyrido[3,2-b][1,4]oxazin-7-yl)-3′-fluorobiphenyl-2-sulfonamide). RXN SMILES: [F:1][C:2]1[CH:7]=[C:6]([CH:8]2OC(C)(C)C(C)(C)O2)[CH:5]=[CH:4][C:3]=1[C:17]1[CH:26]=[N:25][C:24]2[NH:23][CH2:22][CH2:21][O:20][C:19]=2[CH:18]=1.Br[C:28]1[CH:33]=[CH:32][CH:31]=C[C:29]=1[S:34]([NH2:37])(=[O:36])=[O:35]>>[O:20]1[CH2:21][CH2:22][NH:23][C:24]2[N:25]=[CH:26][C:17]([C:3]3[CH:4]=[CH:5][C:6]([C:8]4[C:29]([S:34]([NH2:37])(=[O:36])=[O:35])=[CH:28][CH:33]=[CH:32][CH:31]=4)=[CH:7][C:2]=3[F:1])=[CH:18][C:19]1=2. Procedure: The title compound was prepared in a manner similar to that described in Example 444 using 7-(2-fluoro-4-(4,4,5,5-tetramethyl-1,3-dioxolan-2-yl)phenyl)-3,4-dihydro-2H-pyrido[3,2-b][1,4]oxazine and 2-bromobenzenesulfonamide. MS (ESI): mass calcd. for C19H16FN3O3S, 385.09; m/z found, 386.2 [M+H]+. 1H NMR (400 MHz, CD3OD) δ 8.14-8.11 (m, 1H), 7.80 (d, J=1.0, 1H), 7.73-7.71 (m, 1H), 7.68-7.62 (m, 1H), 7.61-7.52 (m, 2H), 7.39-7.31 (m, 3H), 4.40-4.34 (m, 2H), 3.75-3.69 (m, 2H). As a reaction SMILES: [C:26](=[O:27])([O-:28])[O-:29].[CH3:33][S:34]([CH3:35])=[O:36].[Cs+:30].[Cs+:31].[F:1][c:2]1[n:3][cH:4][cH:5][cH:6][c:7]1[I:8].[OH2:32].[s:9]1[c:10]([NH:18][c:19]2[cH:20][cH:21][c:22]([OH:25])[cH:23][cH:24]2)[n:11][c:12]2[c:13]1[cH:14][cH:15][cH:16][cH:17]2>>[c:2]1([O:25][c:22]2[cH:21][cH:20][c:19]([NH:18][c:10]3[s:9][c:13]4[c:12]([n:11]3)[cH:17][cH:16][cH:15][cH:14]4)[cH:24][cH:23]2)[n:3][cH:4][cH:5][cH:6][c:7]1[I:8]. Yields the product Ic1cccnc1Oc1ccc(Nc2nc3ccccc3s2)cc1. The reactants are O=C([O-])[O-], CS(C)=O, [Cs+], [Cs+], Fc1ncccc1I, O, Oc1ccc(Nc2nc3ccccc3s2)cc1. Reactants: ClC=1C=C(N)C=CC1Cl (3,4-dichloroaniline), Cl (HCl), N(=O)[O-].[Na+] (sodium nitrite), O1C(=CC=C1)C(=O)C (methyl 2-furyl ketone), Cl (HCl), cupric chloride dihydrate. The solvent is O (water), O (water), CC(=O)C (acetone), O (water). Reaction conditions: time 1 hour. Product: CC(=O)C=1OC(=CC1)C1=CC(=C(C=C1)Cl)Cl (5-(3,4-dichlorophenyl)-2-furyl methyl ketone). Yield: 35.3%. As a reaction SMILES: [Cl:1][C:2]1[CH:3]=[C:4]([CH:6]=[CH:7][C:8]=1[Cl:9])N.Cl.N([O-])=O.[Na+].[O:15]1[CH:19]=[CH:18][CH:17]=[C:16]1[C:20]([CH3:22])=[O:21]>O.CC(C)=O>[CH3:22][C:20]([C:16]1[O:15][C:19]([C:4]2[CH:6]=[CH:7][C:8]([Cl:9])=[C:2]([Cl:1])[CH:3]=2)=[CH:18][CH:17]=1)=[O:21] |f:2.3|. Procedure: A mixture of 81 g (0.50 mole) of 3,4-dichloroaniline, 100 ml of water and 75 ml of conc. HCl was heated on a steam bath to ca. 70°, and 150 ml of conc. HCl was added. White crystals separated and the mixture was cooled to 0°. A solution of 35 g (0.50 mole) of sodium nitrite in 150 ml of water was added at 0°-5° over 25 min and stirring was continued at 0°-5° for 1 hour. A solution of 55 g (0.50 mole) of methyl 2-furyl ketone in 50 ml of acetone was added quickly followed by the dropwise addition... Product: C(C)(=O)OC(CF)C1=NC=CC=C1S(=O)(=O)N (2-(1-Acetoxy-2-fluoroethyl)-3-pyridinesulfonamide). Solvent: FC(C(=O)O)(F)F (trifluoroacetic acid). The yield is 71.0%. RXN SMILES: [C:1]([O:4][CH:5]([C:8]1[C:13]([S:14]([NH:17]C(C)(C)C)(=[O:16])=[O:15])=[CH:12][CH:11]=[CH:10][N:9]=1)[CH2:6][F:7])(=[O:3])[CH3:2]>FC(F)(F)C(O)=O>[C:1]([O:4][CH:5]([C:8]1[C:13]([S:14]([NH2:17])(=[O:15])=[O:16])=[CH:12][CH:11]=[CH:10][N:9]=1)[CH2:6][F:7])(=[O:3])[CH3:2]. Procedure: 5.3 g of 2-(1-acetoxy-2-fluoroethyl)-N-t-butyl-3-pyridinesulfonamide is added to 20 ml of trifluoroacetic acid and allowed to stir at room temperature for 12 hours. The acid is evaporated and the residual oil is taken up in CH2Cl2. The solution is washed with sat. aq. NaHCO3, dried (MgSO4), evaporated and the crude solid product is crystallized from ethyl acetate and n-haxane; 3.1 g (Yield: 71%). Reactants: C(C)(=O)OC(CF)C1=NC=CC=C1S(=O)(=O)NC(C)(C)C (2-(1-acetoxy-2-fluoroethyl)-N-t-butyl-3-pyridinesulfonamide). Reaction conditions: time 12 hour. The reactants are FC1=CC=C(C=C1)C1(CCC1)C1=NCCC2=CC=C(C=C12)OCCN (2-({1-[1-(4-fluorophenyl)cyclobutyl]-3,4-dihydroisoquinolin-7-yl}oxy)ethanamine), FC1=CC=C(C=C1)C1(CCC1)C(=O)O (1-(4-fluorophenyl)cyclobutanecarboxylic acid), COC1=CC=C(C=C1)C(CN)(C)C (2-(4-methoxyphenyl)-2-methylpropan-1-amine), ClC1=CC=C(C=C1)C1(CCC1)C(=O)O (1-(4-chlorophenyl)cyclobutanecarboxylic acid). Yields the product ClC1=CC=C(C=C1)C1(CCC1)C1=NCC(C2=CC=C(C=C12)OCCN)(C)C (2-({1-[1-(4-Chlorophenyl)cyclobutyl]-4,4-dimethyl-3,4-dihydroisoquinolin-7-yl}oxy)ethanamine). As a reaction SMILES: FC1C=CC(C2([C:12]3C4C(=CC=C(OCCN)C=4)CC[N:13]=3)CCC2)=CC=1.[CH3:26][O:27][C:28]1[CH:33]=[CH:32][C:31]([C:34]([CH3:38])([CH3:37])[CH2:35][NH2:36])=[CH:30][CH:29]=1.[Cl:39][C:40]1[CH:45]=[CH:44][C:43]([C:46]2([C:50](O)=O)[CH2:49][CH2:48][CH2:47]2)=[CH:42][CH:41]=1.FC1C=CC(C2(C(O)=O)CCC2)=CC=1>>[Cl:39][C:40]1[CH:45]=[CH:44][C:43]([C:46]2([C:50]3[C:32]4[C:31](=[CH:30][CH:29]=[C:28]([O:27][CH2:26][CH2:12][NH2:13])[CH:33]=4)[C:34]([CH3:38])([CH3:37])[CH2:35][N:36]=3)[CH2:49][CH2:48][CH2:47]2)=[CH:42][CH:41]=1. Procedure: 2-({1-[1-(4-Chlorophenyl)cyclobutyl]-4,4-dimethyl-3,4-dihydroisoquinolin-7-yl}oxy)ethanamine was prepared analogously to 2-({1-[1-(4-fluorophenyl)cyclobutyl]-3,4-dihydroisoquinolin-7-yl}oxy)ethanamine (cf. example 65) using 2-(4-methoxyphenyl)-2-methylpropan-1-amine and 1-(4-chlorophenyl)cyclobutanecarboxylic acid in place of 2-(4-methoxyphenyl)ethanamine and 1-(4-fluorophenyl)cyclobutanecarboxylic acid, respectively. The reactants are CC=CCn1c(C)c(C)c2cnnc(Cl)c21, CC(C)(C)[O-], CCCCCC, OCc1ccc(F)cc1, [K+], C1COCCOCCOCCOCCOCCO1, C1CCOC1. Yields the product CC=CCn1c(C)c(C)c2cnnc(OCc3ccc(F)cc3)c21. As a reaction SMILES: [CH2:34]([CH:35]=[CH:36][CH3:37])[n:38]1[c:39]([CH3:49])[c:40]([CH3:48])[c:41]2[c:42]1[c:43]([Cl:47])[n:44][n:45][cH:46]2.[CH3:1][C:2]([CH3:3])([O-:4])[CH3:5].[CH3:55][CH2:56][CH2:57][CH2:58][CH2:59][CH3:60].[F:7][c:8]1[cH:9][cH:10][c:11]([CH2:12][OH:13])[cH:14][cH:15]1.[K+:6].[O:16]1[CH2:17][CH2:18][O:19][CH2:20][CH2:21][O:22][CH2:23][CH2:24][O:25][CH2:26][CH2:27][O:28][CH2:29][CH2:30][O:31][CH2:32][CH2:33]1.[O:50]1[CH2:51][CH2:52][CH2:53][CH2:54]1>>[F:7][c:8]1[cH:9][cH:10][c:11]([CH2:12][O:13][c:43]2[c:42]3[n:38]([CH2:34][CH:35]=[CH:36][CH3:37])[c:39]([CH3:49])[c:40]([CH3:48])[c:41]3[cH:46][n:45][n:44]2)[cH:14][cH:15]1. Reactants: O=C([O-])[O-], CC(C)NC(C)C, O=C(c1ccc(CCl)cc1)N1CCN(S(=O)(=O)c2ccc3ccccc3c2)CC1, [K+], [K+], CN(C)C=O. The product is CC(C)N(Cc1ccc(C(=O)N2CCN(S(=O)(=O)c3ccc4ccccc4c3)CC2)cc1)C(C)C. Reaction SMILES: [C:30](=[O:31])([O-:32])[O-:33].[CH:36]([CH3:37])([CH3:38])[NH:39][CH:40]([CH3:41])[CH3:42].[Cl:1][CH2:2][c:3]1[cH:4][cH:5][c:6]([C:7](=[O:8])[N:9]2[CH2:10][CH2:11][N:12]([S:15](=[O:16])(=[O:17])[c:18]3[cH:19][c:20]4[cH:21][cH:22][cH:23][cH:24][c:25]4[cH:26][cH:27]3)[CH2:13][CH2:14]2)[cH:28][cH:29]1.[K+:34].[K+:35].[O:43]=[CH:44][N:45]([CH3:46])[CH3:47]>>[CH2:2]([c:3]1[cH:4][cH:5][c:6]([C:7](=[O:8])[N:9]2[CH2:10][CH2:11][N:12]([S:15](=[O:16])(=[O:17])[c:18]3[cH:19][c:20]4[cH:21][cH:22][cH:23][cH:24][c:25]4[cH:26][cH:27]3)[CH2:13][CH2:14]2)[cH:28][cH:29]1)[N:39]([CH:36]([CH3:37])[CH3:38])[CH:40]([CH3:41])[CH3:42].